Dataset: the Open Reaction Database (ORD), a public repository of structured organic reaction records. Task: describe an organic reaction: reactants, conditions, products, and yield Reactants: [BH4-].[Na+] (sodium borohydride), FC=1C=C(C=CC1F)C(CCN1CCC(CC1)N(C(CC1=CC=C(C=C1)S(=O)(=O)C)=O)CC)=O (N-[1-(3-[3,4-difluorophenyl]-3-ketopropyl)-piperidin-4-yl]-N-ethyl-4-methanesulphonylphenylacetamide). Solvent: C(C)O (ethanol), C(C)O (ethanol). The product is FC=1C=C(C=CC1F)C(CCN1CCC(CC1)N(C(CC1=CC=C(C=C1)S(=O)(=O)C)=O)CC)O (N-[1-(3-[3,4-di-fluorophenyl]-3-hydroxypropyl)-piperidin-4-yl]-N-ethyl-4-methanesulphonylphenylacetamide). Reaction SMILES: [BH4-].[Na+].[F:3][C:4]1[CH:5]=[C:6]([C:11](=[O:36])[CH2:12][CH2:13][N:14]2[CH2:19][CH2:18][CH:17]([N:20]([CH2:34][CH3:35])[C:21](=[O:33])[CH2:22][C:23]3[CH:28]=[CH:27][C:26]([S:29]([CH3:32])(=[O:31])=[O:30])=[CH:25][CH:24]=3)[CH2:16][CH2:15]2)[CH:7]=[CH:8][C:9]=1[F:10]>C(O)C>[F:3][C:4]1[CH:5]=[C:6]([CH:11]([OH:36])[CH2:12][CH2:13][N:14]2[CH2:19][CH2:18][CH:17]([N:20]([CH2:34][CH3:35])[C:21](=[O:33])[CH2:22][C:23]3[CH:24]=[CH:25][C:26]([S:29]([CH3:32])(=[O:31])=[O:30])=[CH:27][CH:28]=3)[CH2:16][CH2:15]2)[CH:7]=[CH:8][C:9]=1[F:10] |f:0.1|. Procedure details: A solution of sodium borohydride (7.7 mg) in ethanol (1 ml) was added to a solution of N-[1-(3-[3,4-difluorophenyl]-3-ketopropyl)-piperidin-4-yl]-N-ethyl-4-methanesulphonylphenylacetamide (0.25 g) in ethanol (3.2 ml) at 0° C. under argon and the reaction allowed to warm to room temperature over 20 hours. The reaction was quenched with brine, extracted three times with ether and the combined extracts dried. The filtrate was then concentrated to a clear oil, yield 0.21 g. MS (MH+) 495.